From a dataset of the Open Reaction Database (ORD), a public repository of structured organic reaction records. describe an organic reaction: reactants, conditions, products, and yield Starting materials: N#Cc1c(N)nc2ccc(N3CCOCC3)cc2c1Cl, NCc1ccccc1, O. Yields the product N#Cc1c(N)nc2ccc(N3CCOCC3)cc2c1NCc1ccccc1. As a reaction SMILES: [NH2:1][c:2]1[n:3][c:4]2[cH:5][cH:6][c:7]([N:15]3[CH2:16][CH2:17][O:18][CH2:19][CH2:20]3)[cH:8][c:9]2[c:10]([Cl:14])[c:11]1[C:12]#[N:13].[NH2:21][CH2:22][c:23]1[cH:24][cH:25][cH:26][cH:27][cH:28]1.[OH2:29]>>[NH2:1][c:2]1[n:3][c:4]2[cH:5][cH:6][c:7]([N:15]3[CH2:16][CH2:17][O:18][CH2:19][CH2:20]3)[cH:8][c:9]2[c:10]([NH:21][CH2:22][c:23]2[cH:24][cH:25][cH:26][cH:27][cH:28]2)[c:11]1[C:12]#[N:13].